The task is: describe an organic reaction: reactants, conditions, products, and yield. This data is from the Open Reaction Database (ORD), a public repository of structured organic reaction records. Reactants: [N+](=[N-])=C(C(=O)OCC=C)C([C@H](C)[C@H]1NC([C@@H]1[C@@H](C)O)=O)=O (Allyl (4R)-2-diazo-4-[(2R,3S)-3-{(1R)-1-hydroxyethyl}-4-oxoazetidin-2-yl]-3-oxopentanoate), C(C)(=O)S[C@H]1C[C@H](N(C1)C(=O)OCC=C)CCN1C=NC=C1CO ((2R,4S)-4-acetylthio-1-allyloxycarbonyl-2-[2-(5-hydroxymethylimidazol-1-yl) ethyl]pyrrolidine). The product is C(C=C)OC(=O)N1[C@@H](C[C@@H](C1)SC1=C(N2C([C@@H]([C@H]2[C@H]1C)[C@@H](C)O)=O)C(=O)OCC=C)CCN1C=NC=C1CO (allyl (4R,5S,6S)-3-[(2R,4S)-1-allyloxycarbonyl-2-{2-(5-hydroxymethylimidazol-1-yl)ethyl}pyrrolidin-4-yl]thio-6-[(1R)-1-hydroxyethyl]-4-methyl-7-oxo-1-azabicyclo[3.2.0]hept-2-ene-2-carboxylate). Isolated yield 59.6%. Reaction SMILES: [N+](=[C:3]([C:10](=O)[C@@H:11]([C@@H:13]1[C@@H:16]([C@H:17]([OH:19])[CH3:18])[C:15](=[O:20])[NH:14]1)[CH3:12])[C:4]([O:6][CH2:7][CH:8]=[CH2:9])=[O:5])=[N-].C([S:25][C@@H:26]1[CH2:30][N:29]([C:31]([O:33][CH2:34][CH:35]=[CH2:36])=[O:32])[C@H:28]([CH2:37][CH2:38][N:39]2[C:43]([CH2:44][OH:45])=[CH:42][N:41]=[CH:40]2)[CH2:27]1)(=O)C>>[CH2:34]([O:33][C:31]([N:29]1[CH2:30][C@@H:26]([S:25][C:10]2[C@H:11]([CH3:12])[C@H:13]3[N:14]([C:15](=[O:20])[C@@H:16]3[C@H:17]([OH:19])[CH3:18])[C:3]=2[C:4]([O:6][CH2:7][CH:8]=[CH2:9])=[O:5])[CH2:27][C@H:28]1[CH2:37][CH2:38][N:39]1[C:43]([CH2:44][OH:45])=[CH:42][N:41]=[CH:40]1)=[O:32])[CH:35]=[CH2:36]. Procedure details: Allyl (4R)-2-diazo-4-[(2R,3S)-3-{(1R)-1-hydroxyethyl}-4-oxoazetidin-2-yl]-3-oxopentanoate (709 mg) and (2R,4S)-4-acetylthio-1-allyloxycarbonyl-2-[2-(5-hydroxymethylimidazol-1-yl) ethyl]pyrrolidine (849 mg) were reacted in substantially the same manner as that of Example 2-3) to give allyl (4R,5S,6S)-3-[(2R,4S)-1-allyloxycarbonyl-2-{2-(5-hydroxymethylimidazol-1-yl)ethyl}pyrrolidin-4-yl]thio-6-[(1R)-1-hydroxyethyl]-4-methyl-7-oxo-1-azabicyclo[3.2.0]hept-2-ene-2-carboxylate (802 mg) as a yellow sol...